Dataset: the Open Reaction Database (ORD), a public repository of structured organic reaction records. Task: describe an organic reaction: reactants, conditions, products, and yield Reactants: O=C([O-])[O-], CC(=O)c1cc(Oc2ccccc2)ccc1O, C=CCBr, [Cs+], [Cs+], CN(C)C=O. The product is C=CCOc1ccc(Oc2ccccc2)cc1C(C)=O. Reaction SMILES: [C:18](=[O:19])([O-:20])[O-:21].[C:1]([CH3:2])(=[O:3])[c:4]1[c:5]([OH:17])[cH:6][cH:7][c:8]([O:10][c:11]2[cH:12][cH:13][cH:14][cH:15][cH:16]2)[cH:9]1.[CH2:24]([CH:25]=[CH2:26])[Br:27].[Cs+:22].[Cs+:23].[O:28]=[CH:29][N:30]([CH3:31])[CH3:32]>>[C:1]([CH3:2])(=[O:3])[c:4]1[c:5]([O:17][CH2:26][CH:25]=[CH2:24])[cH:6][cH:7][c:8]([O:10][c:11]2[cH:12][cH:13][cH:14][cH:15][cH:16]2)[cH:9]1. The reactants are CCOS(=O)OCC, CN(C)C=O, [H-], O=c1[nH]c(=O)n(-c2cccc([N+](=O)[O-])c2)c2ncccc12, [Na+], O. The product is CCn1c(=O)c2cccnc2n(-c2cccc([N+](=O)[O-])c2)c1=O. Reaction SMILES: [CH2:24]([CH3:25])[O:26][S:27]([O:28][CH2:29][CH3:30])=[O:31].[CH3:33][N:34]([CH3:35])[CH:36]=[O:37].[H-:22].[N+:1](=[O:2])([O-:3])[c:4]1[cH:5][c:6](-[n:10]2[c:11](=[O:21])[nH:12][c:13](=[O:20])[c:14]3[c:15]2[n:16][cH:17][cH:18][cH:19]3)[cH:7][cH:8][cH:9]1.[Na+:23].[OH2:32]>>[N+:1](=[O:2])([O-:3])[c:4]1[cH:5][c:6](-[n:10]2[c:11](=[O:21])[n:12]([CH2:24][CH3:25])[c:13](=[O:20])[c:14]3[c:15]2[n:16][cH:17][cH:18][cH:19]3)[cH:7][cH:8][cH:9]1.